From a dataset of the Open Reaction Database (ORD), a public repository of structured organic reaction records. describe an organic reaction: reactants, conditions, products, and yield Starting materials: CC(C)(C)C(=O)Nc1ccccn1, O=C([O-])[O-], [Li]CCCC, CN(C)C=O, Cl, [K+], [K+], C1CCOC1. Yields the product CC(C)(C)C(=O)Nc1ncccc1C=O. RXN SMILES: [C:1]([C:2]([CH3:3])([CH3:4])[CH3:5])(=[O:6])[NH:7][c:8]1[n:9][cH:10][cH:11][cH:12][cH:13]1.[C:25](=[O:26])([O-:27])[O-:28].[CH2:14]([Li:15])[CH2:16][CH2:17][CH3:18].[CH3:19][N:20]([CH:21]=[O:22])[CH3:23].[ClH:24].[K+:29].[K+:30].[O:31]1[CH2:32][CH2:33][CH2:34][CH2:35]1>>[C:1]([C:2]([CH3:3])([CH3:4])[CH3:5])(=[O:6])[NH:7][c:8]1[n:9][cH:10][cH:11][cH:12][c:13]1[CH:21]=[O:22]. The reactants are [BH4-].[Na+] (sodium borohydride), C(=O)(OC(C)(C)C)N1C2CCC(C1=O)C2 (N-BOC-2-azabicyclo[2.2.1 ]heptan3-one), C(C)(=O)O (acetic acid). Solvent: CO (methanol), CO (methanol). The product is C(=O)(OC(C)(C)C)N[C@H]1C[C@H](CC1)CO (cis-3-(N-BOC-amino)-cyclopentanemethanol). RXN SMILES: [BH4-].[Na+].[C:3]([N:10]1[C:15](=[O:16])[CH:14]2[CH2:17][CH:11]1[CH2:12][CH2:13]2)([O:5][C:6]([CH3:9])([CH3:8])[CH3:7])=[O:4].C(O)(=O)C>CO>[C:3]([NH:10][C@@H:11]1[CH2:12][CH2:13][C@H:14]([CH2:15][OH:16])[CH2:17]1)([O:5][C:6]([CH3:9])([CH3:8])[CH3:7])=[O:4] |f:0.1|. Reported procedure: 2.7 g (0.0714 mol) of sodium borohydride are added in portions to a solution of 3.8 g (0.018 mol)of N-BOC-2-azabicyclo[2.2.1 ]heptan3-one in 125 ml of methanol in the course of 20 minutes, while stirring and cooling in an ice-bath. The reaction mixture is further stirred at 0° C. for 1 hour and at room temperature for 1 hour, a solution of 4.08 ml (0.0714 mol) of acetic acid in 8 ml of methanol is then added dropwise and the mixture is evaporated to dryness in vacuo. The crystalline residue is p... Starting materials: O=C(O)c1cc(Br)ccc1Br, O=C([O-])[O-], Cc1ccccc1, CCOC(C)=O, [Cs+], [Cs+], Oc1ccc(Cl)nc1. The product is O=C(O)c1cc(Br)ccc1Oc1ccc(Cl)nc1. Reaction SMILES: [Br:1][c:2]1[c:3]([C:4](=[O:5])[OH:6])[cH:7][c:8]([Br:11])[cH:9][cH:10]1.[C:20](=[O:21])([O-:22])[O-:23].[CH3:26][c:27]1[cH:28][cH:29][cH:30][cH:31][cH:32]1.[CH3:33][CH2:34][O:35][C:36]([CH3:37])=[O:38].[Cs+:24].[Cs+:25].[OH:12][c:13]1[cH:14][cH:15][c:16]([Cl:19])[n:17][cH:18]1>>[c:2]1([O:12][c:13]2[cH:14][cH:15][c:16]([Cl:19])[n:17][cH:18]2)[c:3]([C:4](=[O:5])[OH:6])[cH:7][c:8]([Br:11])[cH:9][cH:10]1.